This data is from the Open Reaction Database (ORD), a public repository of structured organic reaction records. The task is: describe an organic reaction: reactants, conditions, products, and yield Reactants: N1=CC=C(C=C1)CC(=O)O (4-pyridine acetic acid), CC(=O)O (HOAc). Reagents/catalysts: O=[Pt]=O (PtO2), O=[Pt]=O (PtO2). The solvent is O (H2O). Reaction conditions: time 72 hour. The product is N1CCC(CC1)CC(=O)O (4-piperidine acetic acid). Reaction SMILES: [N:1]1[CH:6]=[CH:5][C:4]([CH2:7][C:8]([OH:10])=[O:9])=[CH:3][CH:2]=1.CC(O)=O>O.O=[Pt]=O>[NH:1]1[CH2:6][CH2:5][CH:4]([CH2:7][C:8]([OH:10])=[O:9])[CH2:3][CH2:2]1. Procedure details: 4-pyridine acetic acid (50 g, 0.314 mole) was dissolved in H2O (50 mL), and HOAc (100 mL), PtO2 (1 g) was added and the mixture was hydrogenated at 55 psi for 72 h. An additional 1 g of PtO2 was added after 48 h. The solution was filtered through celite, the cake was washed with H2O and the filtrate was evaporated, using heptane to azeotrope off excess HOAc. The 4-piperidine acetic acid was obtained as a white solid. Rf (9:1 EtOH/H2O) 0.11.1H NMR (400 MHz, CD3OD) δ3.36 (bd, 2H), 330 (bt, 2H), 2.... Reactants: FC(C=1C=C(C(N)=NO)C=CC1)(F)F (m-trifluoromethyl-benzamidoxime), [OH-].[K+] (potassium hydroxide), C(Cl)C1CO1 (epichlorohydrine). The solvent is CS(=O)C (dimethyl sulphoxide), O (water), O (water). Run at temperature 0 celsius, time 5 hour. The product is FC(C=1C=C(C(=N)NOCC2CO2)C=CC1)(F)F (m-trifluoromethyl-N-(2,3-epoxypropoxy)-benzamidine). As a reaction SMILES: [F:1][C:2]([F:14])([F:13])[C:3]1[CH:4]=[C:5]([CH:10]=[CH:11][CH:12]=1)[C:6](=[N:8][OH:9])[NH2:7].[OH-].[K+].[CH2:17]([CH:19]1[O:21][CH2:20]1)Cl>CS(C)=O.O>[F:1][C:2]([F:13])([F:14])[C:3]1[CH:4]=[C:5]([CH:10]=[CH:11][CH:12]=1)[C:6]([NH:8][O:9][CH2:17][CH:19]1[O:21][CH2:20]1)=[NH:7] |f:1.2|. Reported procedure: 50 g (0.245 mol) of m-trifluoromethyl-benzamidoxime and 33.7 g (0.6 mol) of potassium hydroxide was dissolved in a mixture of dimethyl sulphoxide and 170 ml of water, and the mixture was cooled to 0° C. 48 ml (0.6 mol) of epichlorohydrine was added, and the reaction mixture was stirred at 0° C. for 5 hours, then kept in a refrigerator overnight. Next day 250 ml of water was added, and the mixture was extracted with ethyl acetate (4×250 ml). The combined organic phases were washed with water, dri...